Dataset: the Open Reaction Database (ORD), a public repository of structured organic reaction records. Task: describe an organic reaction: reactants, conditions, products, and yield Yields the product C=C1C2CCC3(OCCO3)C12 ((±)-6-methylene-spiro[bicyclo[3.1.0]hexane-2,2′-[1,3]dioxolane]). RXN SMILES: Cl[C:2]1([CH3:12])[CH:11]2[CH:3]1[CH2:4][CH2:5][C:6]12[O:10][CH2:9][CH2:8][O:7]1.CC([O-])(C)C.[K+]>CS(C)=O>[CH2:12]=[C:2]1[CH:11]2[CH:3]1[CH2:4][CH2:5][C:6]12[O:7][CH2:8][CH2:9][O:10]1 |f:1.2|. The solvent is CS(=O)C (DMSO). Procedure: To a solution of (±)-6-chloro-6-methyl-spiro[bicyclo[3.1.0]hexane-2,2′-[1,3]dioxolane] (2.50 g, 13.25 mmol) in DMSO (40 mL) was added a solution of KOtBu (15.9 mL of 1.0M in THF). The solution heated at 60° C. overnight. After cooling down the reaction mixture to rt, the product was extracted into n-Hexane. Solvent was removed under reduced pressure. SiO2 column chromatography (14–25% EtOAc/n-hexane) gave the title compound as an oil. 1H NMR (400 MHz, CDCl3): δ 5.55 (s, 1H), 5.42 (t, 1H, J=1.0 H... The reactants are ClC1(C2CCC3(OCCO3)C12)C ((±)-6-chloro-6-methyl-spiro[bicyclo[3.1.0]hexane-2,2′-[1,3]dioxolane]), CC(C)(C)[O-].[K+] (KOtBu). Run at temperature 60 celsius. The reactants are O=C(CC1=CC=C(C=C1)S(=O)(=O)N)C (4-(2-oxo-propyl)-benzenesulfonamide), ClC1=CN=CC(=N1)NC(=S)N (6-Chloro-pyrazin-2-yl-thiourea), [Br-] (bromide), BrBr (bromine). The solvent is O1CCOCC1 (dioxan), C(C)O (ethanol). Run at time 45 minute. Yields the product ClC1=CN=CC(=N1)NC=1SC(=C(N1)C)C1=CC=C(C=C1)S(=O)(=O)N (4-[2-(6-Chloro-pyrazin-2-ylamino)-4-methyl-thiazol-5-yl]-benzenesulfonamide). Isolated yield 88.2%. RXN SMILES: O=[C:2]([CH3:14])[CH2:3][C:4]1[CH:9]=[CH:8][C:7]([S:10]([NH2:13])(=[O:12])=[O:11])=[CH:6][CH:5]=1.BrBr.[Cl:17][C:18]1[N:23]=[C:22]([NH:24][C:25]([NH2:27])=[S:26])[CH:21]=[N:20][CH:19]=1.[Br-]>O1CCOCC1.C(O)C>[Cl:17][C:18]1[N:23]=[C:22]([NH:24][C:25]2[S:26][C:3]([C:4]3[CH:9]=[CH:8][C:7]([S:10]([NH2:13])(=[O:12])=[O:11])=[CH:6][CH:5]=3)=[C:2]([CH3:14])[N:27]=2)[CH:21]=[N:20][CH:19]=1. Procedure details: 4-(2-Oxo-propyl)-benzenesulfonamide (prepared as described in European patent specification EP 91749 A2) (0.63 g, 2.9 mmol) is dissolved in dry dioxan (70 ml) at 0° C. and bromine (0.121 ml, 2.4 mmol) is added dropwise. The mixture is stirred for 45 minutes at room temperature then the solvent is removed in vacuo. 6-Chloro-pyrazin-2-yl-thiourea (0.35 g, 1.87 mmol) is added to a solution of the above bromide (0.546 g, 1.87 mmol) in ethanol and the solution is heated at 60° C. for 4 hours. The rea... Starting materials: C(C)OC(=O)C=1NC2=CC=C(C=C2C1)C(C)C (5-isopropyl-1H-indole-2-carboxylic acid ethyl ester), BrCC1=CC=CC2=CC=CC=C12 (1-bromomethyl-naphthalene). The product is C(C)(C)C=1C=C2C=C(N(C2=CC1)CC1=CC=CC2=CC=CC=C12)C(=O)O (5-Isopropyl-1-naphthalen-1-ylmethyl-1H-indole-2-carboxylic acid). Reaction SMILES: C([O:3][C:4]([C:6]1[NH:7][C:8]2[C:13]([CH:14]=1)=[CH:12][C:11]([CH:15]([CH3:17])[CH3:16])=[CH:10][CH:9]=2)=[O:5])C.Br[CH2:19][C:20]1[C:29]2[C:24](=[CH:25][CH:26]=[CH:27][CH:28]=2)[CH:23]=[CH:22][CH:21]=1>>[CH:15]([C:11]1[CH:12]=[C:13]2[C:8](=[CH:9][CH:10]=1)[N:7]([CH2:19][C:20]1[C:29]3[C:24](=[CH:25][CH:26]=[CH:27][CH:28]=3)[CH:23]=[CH:22][CH:21]=1)[C:6]([C:4]([OH:3])=[O:5])=[CH:14]2)([CH3:16])[CH3:17]. Procedure: Using general procedure B, 5-isopropyl-1H-indole-2-carboxylic acid ethyl ester was coupled with 1-bromomethyl-naphthalene and the product obtained was hydrolyzed to give the title compound as a pale brown solid. MS: 342.0 ([M−H]−). Reactants: CC(=O)O, CCCC(=O)Nc1n[nH]c2cc(Cl)c(-c3ccc([N+](=O)[O-])cc3)cc12, [Zn]. The product is CCCC(=O)Nc1n[nH]c2cc(Cl)c(-c3ccc(N)cc3)cc12. RXN SMILES: [CH3:26][C:27](=[O:28])[OH:29].[Cl:1][c:2]1[c:3](-[c:17]2[cH:18][cH:19][c:20]([N+:23]([O-:24])=[O:25])[cH:21][cH:22]2)[cH:4][c:5]2[c:6]([NH:11][C:12]([CH2:13][CH2:14][CH3:15])=[O:16])[n:7][nH:8][c:9]2[cH:10]1.[Zn:30]>>[Cl:1][c:2]1[c:3](-[c:17]2[cH:18][cH:19][c:20]([NH2:23])[cH:21][cH:22]2)[cH:4][c:5]2[c:6]([NH:11][C:12]([CH2:13][CH2:14][CH3:15])=[O:16])[n:7][nH:8][c:9]2[cH:10]1. The reactants are CCOC(=O)COc1ccc(CCBr)cc1Br, CN(C)C=O, CC(N)C(O)c1ccc(O)cc1. The product is CCOC(=O)COc1ccc(CCNC(C)C(O)c2ccc(O)cc2)cc1Br. Reaction SMILES: [Br:13][c:14]1[c:15]([O:16][CH2:17][C:18](=[O:19])[O:20][CH2:21][CH3:22])[cH:23][cH:24][c:25]([CH2:27][CH2:28][Br:29])[cH:26]1.[CH3:30][N:31]([CH3:32])[CH:33]=[O:34].[NH2:1][CH:2]([CH:3]([OH:4])[c:5]1[cH:6][cH:7][c:8]([OH:11])[cH:9][cH:10]1)[CH3:12]>>[NH:1]([CH:2]([CH:3]([OH:4])[c:5]1[cH:6][cH:7][c:8]([OH:11])[cH:9][cH:10]1)[CH3:12])[CH2:28][CH2:27][c:25]1[cH:24][cH:23][c:15]([O:16][CH2:17][C:18](=[O:19])[O:20][CH2:21][CH3:22])[c:14]([Br:13])[cH:26]1. Reactants: CON(C(CCN(C(OC(C)(C)C)=O)C)=O)C (tert-butyl 3-(methoxy(methyl)amino)-3-oxopropyl(methyl)carbamate), BrC1=C(C=CC(=C1)F)C=1OCC(N1)(C)C (2-(2-bromo-4-fluorophenyl)-4,4-dimethyl-4,5-dihydrooxazole), Cl (HCl). Solvent: C1CCOC1 (THF), CCCCC (pentane), C1CCOC1 (THF). Conditions: temperature -20 celsius, time 30 minute. Yields the product CC1(N=C(OC1)C1=C(C=C(C=C1)F)C(CCN(C(OC(C)(C)C)=O)C)=O)C (tert-Butyl 3-(2-(4,4-dimethyl-4,5-dihydrooxazol-2-yl)-5-fluorophenyl)-3-oxopropyl(methyl)carbamate). Yield: 61.4%. As a reaction SMILES: Br[C:2]1[CH:7]=[C:6]([F:8])[CH:5]=[CH:4][C:3]=1[C:9]1[O:10][CH2:11][C:12]([CH3:15])([CH3:14])[N:13]=1.CON(C)[C:19](=[O:31])[CH2:20][CH2:21][N:22]([CH3:30])[C:23](=[O:29])[O:24][C:25]([CH3:28])([CH3:27])[CH3:26].Cl>C1COCC1.CCCCC>[CH3:14][C:12]1([CH3:15])[CH2:11][O:10][C:9]([C:3]2[CH:4]=[CH:5][C:6]([F:8])=[CH:7][C:2]=2[C:19](=[O:31])[CH2:20][CH2:21][N:22]([CH3:30])[C:23](=[O:29])[O:24][C:25]([CH3:26])([CH3:27])[CH3:28])=[N:13]1. Reported procedure: A stirred solution of 2-(2-bromo-4-fluorophenyl)-4,4-dimethyl-4,5-dihydrooxazole (1.2 g, 4.7 mmol) in dry THF (6 mL) was cooled to −78° C. and a solution of tert-buLi (1.7 M in pentane, 5.5 mL, 9.3 mmol) was added drop wise. After 30 min, a solution of tert-butyl 3-(methoxy(methyl)amino)-3-oxopropyl(methyl)carbamate (0.77 g, 3.1 mmol) in dry THF (5 mL) was added. The cooling bath was allowed to warm to −20° C. and the reaction mixture was stirred between −20° C. and 0° C. for 4 h. After warming ... Starting materials: Cl.NCC1C(CCCC1)O (2-(aminomethyl)cyclohexanol hydrochloride), ClC1=NC=C(C(=N1)Cl)F (2,4-dichloro-5-fluoro-pyrimidine), CCN(C(C)C)C(C)C (iPr2NEt), C(C)(C)O (isopropanol). Reaction conditions: temperature 80 celsius. Product: ClC1=NC=C(C(=N1)NCC1(CCCCC1)O)F (1-((2-chloro-5-fluoropyrimidin-4-ylamino)methyl)cyclohexanol). Reaction SMILES: Cl.[NH2:2][CH2:3][CH:4]1[CH2:9][CH2:8][CH2:7][CH2:6][CH:5]1O.[Cl:11][C:12]1[N:17]=[C:16](Cl)[C:15]([F:19])=[CH:14][N:13]=1.CCN(C(C)C)C(C)C.C([OH:32])(C)C>>[Cl:11][C:12]1[N:17]=[C:16]([NH:2][CH2:3][C:4]2([OH:32])[CH2:9][CH2:8][CH2:7][CH2:6][CH2:5]2)[C:15]([F:19])=[CH:14][N:13]=1 |f:0.1|. Procedure details: To a solution of 2-(aminomethyl)cyclohexanol hydrochloride (0.09 g, 0.54 mmol) and 2,4-dichloro-5-fluoro-pyrimidine (0.10 g, 0.60 mmol) in isopropanol (2 mL) was added iPr2NEt (0.21 mL, 1.20 mmol). The reaction mixture was heated at 80° C. for 12 hours. The reaction mixture was concentrated under reduced pressure and the resulting residue was purified by silica gel chromatography (25%-75% EtOAc/hexanes) to afford desired product, 14a.